describe an organic reaction: reactants, conditions, products, and yield From a dataset of the Open Reaction Database (ORD), a public repository of structured organic reaction records. Procedure details: Concentrated nitric acid in acetic acid (8 mL 70% HNO3 aq in 16 mL acetic acid) was added slowly to a stirred solution of 4-(piperidin-4-ylmethyl)phenol (Guzikowski et al, J. Med Chem., 2000, 43, 984–994) (100 mmol) in acetic acid (300 mL) and the resultant slurry stirred at 80° C. for 1 h. The reaction mixture was then filtered and evaporated in vacuo to give the title compound as a brown solid. Reaction conditions: temperature 80 celsius, time 1 hour. RXN SMILES: [N+:1]([O-:4])(O)=[O:2].[NH:5]1[CH2:10][CH2:9][CH:8]([CH2:11][C:12]2[CH:17]=[CH:16][C:15]([OH:18])=[CH:14][CH:13]=2)[CH2:7][CH2:6]1>C(O)(=O)C>[N+:1]([C:16]1[CH:17]=[C:12]([CH2:11][CH:8]2[CH2:7][CH2:6][NH:5][CH2:10][CH2:9]2)[CH:13]=[CH:14][C:15]=1[OH:18])([O-:4])=[O:2]. Product: [N+](=O)([O-])C1=C(C=CC(=C1)CC1CCNCC1)O (2-Nitro-4-(piperidin-4-ylmethyl)phenol). The solvent is C(C)(=O)O (acetic acid), C(C)(=O)O (acetic acid). Reactants: [N+](=O)(O)[O-] (nitric acid), N1CCC(CC1)CC1=CC=C(C=C1)O (4-(piperidin-4-ylmethyl)phenol). Yields the product F[B-](F)(F)F.C(C1=CC=CC=C1)OC=1C=C(C(OCC)=N)C=CC1 (ethyl m-benzyloxybenzimidate tetrafluoroborate). Starting materials: C(C1=CC=CC=C1)OC=1C=C(C(=O)N)C=CC1 (3-benzyloxybenzamide), F[B-](F)(F)F.C(C)[O+](CC)CC (triethyloxonium fluoroborate), C(Cl)Cl.CO (CH2Cl2 MeOH). Run in C(Cl)Cl (CH2Cl2), C(Cl)Cl (CH2Cl2). Reported procedure: Under an atmosphere of argon 11.36 g of 3-benzyloxybenzamide were suspended in CH2Cl2 (200 ml) and 9.5 g triethyloxonium fluoroborate in CH2Cl2 (100 ml) were added dropwise on ice cooling. The reaction mixture was then stirred further 20 h at RT until completion of reaction according to TLC analysis (CH2Cl2/MeOH: 15/1). The solid which had formed was filtered off, washed with ether to give the desired ethyl m-benzyloxybenzimidate tetrafluoroborate as white crystals, mp 152°-154° C., which was us... RXN SMILES: [CH2:1]([O:8][C:9]1[CH:10]=[C:11]([CH:15]=[CH:16][CH:17]=1)[C:12]([NH2:14])=[O:13])[C:2]1[CH:7]=[CH:6][CH:5]=[CH:4][CH:3]=1.[F:18][B-:19]([F:22])([F:21])[F:20].[CH2:23]([O+](CC)CC)[CH3:24].C(Cl)Cl.CO>C(Cl)Cl>[F:18][B-:19]([F:22])([F:21])[F:20].[CH2:1]([O:8][C:9]1[CH:10]=[C:11]([CH:15]=[CH:16][CH:17]=1)[C:12](=[NH:14])[O:13][CH2:23][CH3:24])[C:2]1[CH:3]=[CH:4][CH:5]=[CH:6][CH:7]=1 |f:1.2,3.4,6.7|. Conditions: time 20 hour. The reactants are C(C1=CC=CC=C1)OC1=C(C=CC=C1C(C)(C)C)C(=C)C=1C(=C(C=CC1)C1=CC=CC=C1)OC (3-(1-(2-(Benzyloxy)-3-tert-butylphenyl)vinyl)-2-methoxybiphenyl). The reagents and catalysts are [Pd] (palladium on activated carbon). Run in CO (methanol), C(C)(=O)OCC (ethyl acetate). Run at temperature 65 celsius, time 16 hour. The product is C(C)(C)(C)C1=C(C(=CC=C1)C(C)C=1C(=C(C=CC1)C1=CC=CC=C1)OC)O (2-tert-Butyl-6-(1-(2-methoxybiphenyl-3-yl)ethyl)phenol). Yield: 34.4%. Reaction SMILES: C([O:8][C:9]1[C:14]([C:15]([CH3:18])([CH3:17])[CH3:16])=[CH:13][CH:12]=[CH:11][C:10]=1[C:19]([C:21]1[C:22]([O:33][CH3:34])=[C:23]([C:27]2[CH:32]=[CH:31][CH:30]=[CH:29][CH:28]=2)[CH:24]=[CH:25][CH:26]=1)=[CH2:20])C1C=CC=CC=1>CO.C(OCC)(=O)C.[Pd]>[C:15]([C:14]1[CH:13]=[CH:12][CH:11]=[C:10]([CH:19]([C:21]2[C:22]([O:33][CH3:34])=[C:23]([C:27]3[CH:28]=[CH:29][CH:30]=[CH:31][CH:32]=3)[CH:24]=[CH:25][CH:26]=2)[CH3:20])[C:9]=1[OH:8])([CH3:16])([CH3:17])[CH3:18]. Procedure: A solution of 12 (1.05 g, 2.34 mmol) in methanol (30 mL) and ethyl acetate (60 mL) was treated with 20% palladium on activated carbon (50% wet, 0.10 g) and was hydrogenated at 30 psi in a Parr shaker for 16 hr. The catalyst was filtered out and washed with ethyl acetate. The solvent was removed in a rotary evaporator and the crude product was purified by chromatography on silica (80 g) with 1% ethyl acetate in hexane (3 L). The relevant fractions were stripped and the residue was taken up in eth... The reactants are CCOc1cc(C(CC(=O)O)N2Cc3ccccc3C2=O)ccc1OC, ClCCl, CON, CN1CCCCC1, Cl. Product: CCOc1cc(C(CC(=O)NOC)N2Cc3ccccc3C2=O)ccc1OC. As a reaction SMILES: [CH2:1]([CH3:2])[O:3][c:4]1[cH:5][c:6]([CH:12]([CH2:13][C:14](=[O:15])[OH:16])[N:17]2[C:18](=[O:26])[c:19]3[cH:20][cH:21][cH:22][cH:23][c:24]3[CH2:25]2)[cH:7][cH:8][c:9]1[O:10][CH3:11].[CH2:38]([Cl:39])[Cl:40].[CH3:28][O:29][NH2:30].[CH3:31][N:32]1[CH2:33][CH2:34][CH2:35][CH2:36][CH2:37]1.[ClH:27]>>[CH2:1]([CH3:2])[O:3][c:4]1[cH:5][c:6]([CH:12]([CH2:13][C:14](=[O:16])[NH:30][O:29][CH3:28])[N:17]2[C:18](=[O:26])[c:19]3[cH:20][cH:21][cH:22][cH:23][c:24]3[CH2:25]2)[cH:7][cH:8][c:9]1[O:10][CH3:11]. Product: CCc1cccc(CC)c1-c1nc(C)c(COc2cc(C(C)C)ccc2C)c(N2CCNCC2)n1. Starting materials: CCc1cccc(CC)c1-c1nc(C)c(COc2cc(C(C)C)ccc2C)c(N2CCN(C(=O)OC(C)(C)C)CC2)n1, Cc1ccccc1, O=C(O)C(F)(F)F. RXN SMILES: [CH2:1]([CH3:2])[c:3]1[c:4](-[c:11]2[n:12][c:13]([CH3:42])[c:14]([CH2:30][O:31][c:32]3[c:33]([CH3:41])[cH:34][cH:35][c:36]([CH:38]([CH3:39])[CH3:40])[cH:37]3)[c:15]([N:17]3[CH2:18][CH2:19][N:20]([C:23]([O:24][C:25]([CH3:26])([CH3:27])[CH3:28])=[O:29])[CH2:21][CH2:22]3)[n:16]2)[c:5]([CH2:9][CH3:10])[cH:6][cH:7][cH:8]1.[CH3:50][c:51]1[cH:52][cH:53][cH:54][cH:55][cH:56]1.[OH:43][C:44]([C:45]([F:46])([F:47])[F:48])=[O:49]>>[CH2:1]([CH3:2])[c:3]1[c:4](-[c:11]2[n:12][c:13]([CH3:42])[c:14]([CH2:30][O:31][c:32]3[c:33]([CH3:41])[cH:34][cH:35][c:36]([CH:38]([CH3:39])[CH3:40])[cH:37]3)[c:15]([N:17]3[CH2:18][CH2:19][NH:20][CH2:21][CH2:22]3)[n:16]2)[c:5]([CH2:9][CH3:10])[cH:6][cH:7][cH:8]1. The reactants are O=C([O-])[O-], ClCCl, [Cs+], [Cs+], O=S(=O)(Oc1cccc2[nH]c3ccccc3c12)C(F)(F)F, C1COCCO1, O, OCc1ccc(B(O)O)cn1. Product: OCc1ccc(-c2cccc3[nH]c4ccccc4c23)cn1. As a reaction SMILES: [C:12](=[O:13])([O-:14])[O-:15].[Cl:18][CH2:19][Cl:20].[Cs+:16].[Cs+:17].[F:21][C:22]([F:23])([F:24])[S:25]([O:26][c:27]1[cH:28][cH:29][cH:30][c:31]2[nH:32][c:33]3[cH:34][cH:35][cH:36][cH:37][c:38]3[c:39]12)(=[O:40])=[O:41].[O:42]1[CH2:43][CH2:44][O:45][CH2:46][CH2:47]1.[OH2:48].[OH:1][CH2:2][c:3]1[cH:4][cH:5][c:6]([B:9]([OH:10])[OH:11])[cH:7][n:8]1>>[OH:1][CH2:2][c:3]1[cH:4][cH:5][c:6](-[c:27]2[cH:28][cH:29][cH:30][c:31]3[nH:32][c:33]4[cH:34][cH:35][cH:36][cH:37][c:38]4[c:39]23)[cH:7][n:8]1. Reactants: BrC1=NNC2=C1C=NC=C2 (3-bromo-1H-pyrazolo[4,3-c]pyridine), [H-].[Na+] (sodium hydride), ClC1=C(C=CC=C1)S(=O)(=O)Cl (2-chlorobenzenesulfonyl chloride). Run in C1CCOC1 (THF). Conditions: time 8 hour. Yields the product BrC1=NN(C2=C1C=NC=C2)S(=O)(=O)C2=C(C=CC=C2)Cl (3-bromo-1-(2-chlorophenylsulfonyl)-1H-pyrazolo[4,3-c]pyridine). As a reaction SMILES: [Br:1][C:2]1[C:6]2[CH:7]=[N:8][CH:9]=[CH:10][C:5]=2[NH:4][N:3]=1.[H-].[Na+].[Cl:13][C:14]1[CH:19]=[CH:18][CH:17]=[CH:16][C:15]=1[S:20](Cl)(=[O:22])=[O:21]>C1COCC1>[Br:1][C:2]1[C:6]2[CH:7]=[N:8][CH:9]=[CH:10][C:5]=2[N:4]([S:20]([C:15]2[CH:16]=[CH:17][CH:18]=[CH:19][C:14]=2[Cl:13])(=[O:22])=[O:21])[N:3]=1 |f:1.2|. Procedure details: To a solution of 3-bromo-1H-pyrazolo[4,3-c]pyridine (198 mg, 1,0 mmol) in 10 ml THF was added portion wise at 0° C. sodium hydride (101 mg, 4 mmol, 95%). After addition was complete, 2-chlorobenzenesulfonyl chloride (495 mg, 2.347 mmol) was added and the reaction mixture was stirred overnight at room temperature. The reaction mixture was quenched by the addition of water. The product was extracted into ethyl acetate and the organic layer was washed with brine. The organic solvent was evaporated ...